Dataset: the Open Reaction Database (ORD), a public repository of structured organic reaction records. Task: describe an organic reaction: reactants, conditions, products, and yield The reactants are C(C)(=O)[O-].[Na+] (sodium acetate), [OH-].[Na+] (sodium hydroxide), FC(C1=CC=C(C=C1)SCCC=O)(F)F (3-(4-trifluoromethylphenylthio)propanal), C(CC(=O)C)(=O)OC (methyl acetoacetate), S(O)(O)(=O)=O (sulfuric acid), S(O)(O)(=O)=O (sulfuric acid). The reagents and catalysts are [Br-].C(CCC)[N+](CCCC)(CCCC)CCCC (tetrabutylammonium bromide). The solvent is C1(=CC=CC=C1)C (toluene), O (water). Conditions: time 3 hour. Yields the product OC(CC(C)=O)CCSC1=CC=C(C=C1)C(F)(F)F (4-hydroxy- 6-(4-trifluoromethylphenylthio)-2-hexanone). Isolated yield 92.6%. Reaction SMILES: C(OC)(=O)[CH2:2][C:3]([CH3:5])=[O:4].[OH-].[Na+].S(=O)(=O)(O)O.C([O-])(=O)C.[Na+].[F:21][C:22]([F:35])([F:34])[C:23]1[CH:28]=[CH:27][C:26]([S:29][CH2:30][CH2:31][CH:32]=[O:33])=[CH:25][CH:24]=1>O.[Br-].C([N+](CCCC)(CCCC)CCCC)CCC.C1(C)C=CC=CC=1>[OH:33][CH:32]([CH2:31][CH2:30][S:29][C:26]1[CH:27]=[CH:28][C:23]([C:22]([F:34])([F:21])[F:35])=[CH:24][CH:25]=1)[CH2:2][C:3](=[O:4])[CH3:5] |f:1.2,4.5,8.9|. Procedure: 3.77 Grams of methyl acetoacetate were dissolved in 5 ml of water, and 4.50 g of a 30% aqueous sodium hydroxide solution was added thereto by drops while cooling the mixture to 35° C. or less. After having been stirred at 30°-35° C. for 3 hours, the mixture was adjusted to pH 7.5 with 50% sulfuric acid. Thereafter, 0.31 g of sodium acetate and 0.81 g of tetrabutylammonium bromide were added thereto and 14.7 g of a toluene solution containing 39.8% of 3-(4-trifluoromethylphenylthio)propanal were ...